From a dataset of the Open Reaction Database (ORD), a public repository of structured organic reaction records. describe an organic reaction: reactants, conditions, products, and yield Starting materials: C[SiH](CCC(C(F)F)(C=C)F)C (dimethyl 3,4,4-trifluoro-3-vinyl-butylsilane), B(CCCC)(CCCC)CCCC ((n-C4H9)3B), O=O (O2). Run in C(Cl)Cl (CH2Cl2). Reaction conditions: time 20 hour. Product: B(CCCC)(CCCC)CCCC.O=O ((n-C4H9)3B O2). Isolated yield 40.0%. RXN SMILES: C[SiH](C)CCC(F)(C=C)C(F)F.[B:13]([CH2:22][CH2:23][CH2:24][CH3:25])([CH2:18][CH2:19][CH2:20][CH3:21])[CH2:14][CH2:15][CH2:16][CH3:17].[O:26]=[O:27]>C(Cl)Cl>[B:13]([CH2:18][CH2:19][CH2:20][CH3:21])([CH2:22][CH2:23][CH2:24][CH3:25])[CH2:14][CH2:15][CH2:16][CH3:17].[O:26]=[O:27] |f:4.5|. Procedure details: The radical polymerization was conducted in a 70 ml stainless autoclave equipped with a magnetic stirrer. After adding 3.0 g of CF2═CFCH2CH2Si(CH3)2H, 0.1 g of (n-C4H9)3B, and 20 ml CH2Cl2 under argon, 20 ml of VDF and 5 ml of HFP were introduced into the reactor under vacuum by condensing the monomers at liquid nitrogen temperatures. About 15 ml of O2 was then introduced to initiate the polymerization. The autoclave was slowly warmed to room temperature and then immersed in an oil bath at 80° C... Run in CN1C(CCC1)=O (N-methylpyrrolidone). Product: C(C)(=O)N1C2=CC=C(C=C2C=2C=C(C=CC12)[Si](C1=CC=CC=C1)(C1=CC=CC=C1)C1=CC=CC=C1)[Si](C1=CC=CC=C1)(C1=CC=CC=C1)C1=CC=CC=C1 (9-acetyl-3,6-bis(triphenylsilyl)carbazole). RXN SMILES: [C:1]([N:4]1[C:16]2[CH:15]=[CH:14][C:13](I)=[CH:12][C:11]=2[C:10]2[C:5]1=[CH:6][CH:7]=[C:8](I)[CH:9]=2)(=[O:3])[CH3:2].[C:19]1([SiH:25]([C:32]2[CH:37]=[CH:36][CH:35]=[CH:34][CH:33]=2)[C:26]2[CH:31]=[CH:30][CH:29]=[CH:28][CH:27]=2)[CH:24]=[CH:23][CH:22]=[CH:21][CH:20]=1>CN1CCCC1=O>[C:1]([N:4]1[C:16]2[CH:15]=[CH:14][C:13]([Si:25]([C:19]3[CH:20]=[CH:21][CH:22]=[CH:23][CH:24]=3)([C:26]3[CH:31]=[CH:30][CH:29]=[CH:28][CH:27]=3)[C:32]3[CH:33]=[CH:34][CH:35]=[CH:36][CH:37]=3)=[CH:12][C:11]=2[C:10]2[C:5]1=[CH:6][CH:7]=[C:8]([Si:25]([C:26]1[CH:27]=[CH:28][CH:29]=[CH:30][CH:31]=1)([C:32]1[CH:37]=[CH:36][CH:35]=[CH:34][CH:33]=1)[C:19]1[CH:20]=[CH:21][CH:22]=[CH:23][CH:24]=1)[CH:9]=2)(=[O:3])[CH3:2]. Isolated yield 12.5%. Conditions: time 19 hour. Reactants: C(C)(=O)N1C2=CC=C(C=C2C=2C=C(C=CC12)I)I (9-Acetyl-3,6-diiodocarbazole), C1(=CC=CC=C1)[SiH](C1=CC=CC=C1)C1=CC=CC=C1 (triphenylsilane). Procedure details: 9-Acetyl-3,6-diiodocarbazole (10.0 g) and triphenylsilane (12.4 g) were dry N-methylpyrrolidone (200 mL), followed by bubbling with argon gas for 30 min. Tripotassium phosphate (27.6 g) and bis(tri-t-butylphosphine)palladium (0.111 g) were added thereto, and the mixture was stirred at room temperature for 19 hours. The obtained reaction mixture was filtrated, and the filtrate was extracted with methylene chloride. The separated organic layer was washed with brine and dried, and the methylene chl... Starting materials: CN(\C=C/1\C(C2=C(N=C(S2)N=CN(C)C)CC1)=O)C (N′-{6-[1-dimethylamino-meth-(E)-ylidene]-7-oxo-4,5,6,7-tetrahydro-benzothiazol-2-yl}-N,N-dimethyl-formamidine), [OH-].[Na+] (NaOH), C(C)N(C(=N)N)CC (N,N-diethylguanidine). Run in COCCO (2-methoxyethanol). Conditions: temperature 125 celsius, time 3.5 hour. Yields the product NC=1SC2=C(CCC=3C=NC(=NC23)N(CC)CC)N1 (2-Amino-8-diethylamino-4,5-dihydrothiazolo[4,5-h]quinazoline). Reaction SMILES: CN(C)/[CH:3]=[C:4]1/[C:5](=O)[C:6]2[S:10][C:9]([N:11]=CN(C)C)=[N:8][C:7]=2[CH2:16][CH2:17]/1.[OH-].[Na+].[CH2:22]([N:24]([CH2:28][CH3:29])[C:25]([NH2:27])=[NH:26])[CH3:23]>COCCO>[NH2:11][C:9]1[S:10][C:6]2[C:5]3[N:27]=[C:25]([N:24]([CH2:28][CH3:29])[CH2:22][CH3:23])[N:26]=[CH:3][C:4]=3[CH2:17][CH2:16][C:7]=2[N:8]=1 |f:1.2|. Procedure details: To N′-{6-[1-dimethylamino-meth-(E)-ylidene]-7-oxo-4,5,6,7-tetrahydro-benzothiazol-2-yl}-N,N-dimethyl-formamidine (Stage A.2, 1 g, 3.59 mmol) in 2-methoxyethanol (10 mL) was added NaOH (0.539 g, 13.47 mmol) and N,N-diethylguanidine (0.454 g, 3.94 mmol) under argon at rt. The RM was stirred for 3.5 h at 125° C. and then cooled to rt. After evaporation in vacuo the residue was dissolved in 0.1 M HCl (50 mL) and washed with EtOAc. The aqueous layer was then basified with 6 N NaOH and extracted 3× wi... Reactants: COC(=O)C1=CC=C(CN(O)CC2=CC=C(C=C2)C(=O)OC)C=C1 (N,N-bis(p-methoxycarbonylbenzyl)hydroxylamine), [OH-].[Na+] (sodium hydroxide). The product is C(=O)(O)C1=CC=C(CN(O)CC2=CC=C(C=C2)C(=O)O)C=C1 (N,N-Bis(p-carboxybenzyl)hydroxylamine). Reaction SMILES: C[O:2][C:3]([C:5]1[CH:24]=[CH:23][C:8]([CH2:9][N:10]([CH2:12][C:13]2[CH:18]=[CH:17][C:16]([C:19]([O:21]C)=[O:20])=[CH:15][CH:14]=2)[OH:11])=[CH:7][CH:6]=1)=[O:4].[OH-].[Na+]>>[C:3]([C:5]1[CH:6]=[CH:7][C:8]([CH2:9][N:10]([CH2:12][C:13]2[CH:18]=[CH:17][C:16]([C:19]([OH:21])=[O:20])=[CH:15][CH:14]=2)[OH:11])=[CH:23][CH:24]=1)([OH:4])=[O:2] |f:1.2|. Procedure details: When N,N-bis(p-methoxycarbonylbenzyl)hydroxylamine, prepared in Example 1, is dissolved in an organic solvent and saponified with an aqueous sodium hydroxide solution, th above-named free acid compound is obtained after acidification with a mineral acid. Reactants: C[O-].[Na+] (sodium methylate), ClC=1C(=NN(C1OC(F)F)C)C1=CC(=C(C=C1)C#N)[N+](=O)[O-] (4-chloro-3-(4-cyano-3-nitrophenyl)-5-difluoromethoxy-1-methyl-1H-pyrazole). The solvent is CO (methanol), CO (methanol). Conditions: time 6 hour. Product: ClC=1C(=NN(C1OC(F)F)C)C1=CC(=C(C=C1)C#N)OC (4-Chloro-3-(4-cyano-3-methoxyphenyl)-5-difluoromethoxy-1-methyl-1H-pyrazole). As a reaction SMILES: [CH3:1][O-:2].[Na+].[Cl:4][C:5]1[C:6]([C:15]2[CH:20]=[CH:19][C:18]([C:21]#[N:22])=[C:17]([N+]([O-])=O)[CH:16]=2)=[N:7][N:8]([CH3:14])[C:9]=1[O:10][CH:11]([F:13])[F:12]>CO>[Cl:4][C:5]1[C:6]([C:15]2[CH:20]=[CH:19][C:18]([C:21]#[N:22])=[C:17]([O:2][CH3:1])[CH:16]=2)=[N:7][N:8]([CH3:14])[C:9]=1[O:10][CH:11]([F:13])[F:12] |f:0.1|. Procedure: 0.9 ml of a 30% strength by weight solution of sodium methylate in methanol was added to a solution of 1.4 g (4.3 mmol) of 4-chloro-3-(4-cyano-3-nitrophenyl)-5-difluoromethoxy-1-methyl-1H-pyrazole in 30 ml of methanol. The mixture was stirred at room temperature for 6 hours and then cooled to 0° C. for about 16 h. The solid reaction product was then isolated. Yield: 0.6 g. Starting materials: BrC=1C=CC(=C(C(=O)O)C1)C (5-Bromo-2-methyl benzoic acid), CO (methanol), CO (MeOH), S(=O)(Cl)Cl (thionyl chloride). Solvent: C(C)(=O)OCC (ethyl acetate). Conditions: temperature 0 celsius, time 2.5 hour. Yields the product COC(C1=C(C=CC(=C1)Br)C)=O (5-Bromo-2-methyl benzoic acid methyl ester). RXN SMILES: [Br:1][C:2]1[CH:3]=[CH:4][C:5]([CH3:11])=[C:6]([CH:10]=1)[C:7]([OH:9])=[O:8].S(Cl)(Cl)=O.[CH3:16]O>C(OCC)(=O)C>[CH3:16][O:8][C:7](=[O:9])[C:6]1[CH:10]=[C:2]([Br:1])[CH:3]=[CH:4][C:5]=1[CH3:11]. Reported procedure: The compound of example 1 (20.3 g, 0.0944 mol) was dissolved in 150 mL methanol and cooled to 0° C. To this reaction mixture, thionyl chloride (28.07 g, 0.236 mol) was added slowly within 15-20 min. The reaction mixture was stirred at room temperature for 2-3 h. After completion of the reaction, MeOH was removed under vacuum. The oily material obtained was dissolved in ethyl acetate and washed with sodium bicarbonate, water and brine and dried over anhydrous sodium sulfate. The organic layer was... Reactants: C(C)(=O)OCC (ethyl acetate), [OH-].[Na+] (NaOH), C(C1=CC=CC=C1)(=O)NC1=NC=CC2=CC(=CC=C12)SC(N(C)C)=O (dimethylthiocarbamic acid S-(1-benzoylaminoisoquinolin-6-yl)ester). Solvent: CCCCCCC (heptane), O.O (water H2O), CO (MeOH), C1CCOC1 (THF). Reaction conditions: time 1 hour. The product is SC=1C=C2C=CN=C(C2=CC1)NC(C1=CC=CC=C1)=O (N-(6-mercaptoisoquinolin-1-yl)-benzamide). The yield is 53.7%. As a reaction SMILES: [OH-].[Na+].[C:3]([NH:11][C:12]1[C:21]2[C:16](=[CH:17][C:18]([S:22]C(=O)N(C)C)=[CH:19][CH:20]=2)[CH:15]=[CH:14][N:13]=1)(=[O:10])[C:4]1[CH:9]=[CH:8][CH:7]=[CH:6][CH:5]=1.C(OCC)(=O)C>O.O.CO.C1COCC1.CCCCCCC>[SH:22][C:18]1[CH:17]=[C:16]2[C:21](=[CH:20][CH:19]=1)[C:12]([NH:11][C:3](=[O:10])[C:4]1[CH:9]=[CH:8][CH:7]=[CH:6][CH:5]=1)=[N:13][CH:14]=[CH:15]2 |f:0.1,4.5|. Procedure details: A solution of NaOH (92 mg) in water H2O (1 ml) was added to a solution of dimethylthiocarbamic acid S-(1-benzoylaminoisoquinolin-6-yl)ester (70 mg) in MeOH (1 ml) and THF (1 ml). The mixture was stirred for 1 h at ambient temperature then for a further 1 h at 56° C. The organics were removed in vacuo then the mixture was diluted with water and acidified with dilute hydrochloric acid (pH˜3.5). The mixture was extracted with ethyl acetate (X3), dried (sodium sulphate) and concentrated in vacuo to ... Starting materials: CC(=O)OCC(=O)C1CCC2C3CCC4CC(OS(=O)(=O)c5ccc(C)cc5)CCC4(C)C3C(=O)CC12C, Cl, O, Cc1cc(C)nc(C)c1. The product is CC(=O)OCC(=O)C1CCC2C3CCC4CC=CCC4(C)C3C(=O)CC12C. As a reaction SMILES: [C:1]([CH3:2])(=[O:3])[O:4][CH2:5][C:6]([CH:7]1[CH2:8][CH2:9][CH:10]2[CH:11]3[CH2:12][CH2:13][CH:14]4[CH2:15][CH:16]([O:27][S:28]([c:29]5[cH:30][cH:31][c:32]([CH3:33])[cH:34][cH:35]5)(=[O:36])=[O:37])[CH2:17][CH2:18][C:19]4([CH3:20])[CH:21]3[C:22](=[O:26])[CH2:23][C:24]12[CH3:25])=[O:38].[ClH:40].[OH2:39].[n:41]1[c:42]([CH3:43])[cH:44][c:45]([CH3:46])[cH:47][c:48]1[CH3:49]>>[C:1]([CH3:2])(=[O:3])[O:4][CH2:5][C:6]([CH:7]1[CH2:8][CH2:9][CH:10]2[CH:11]3[CH2:12][CH2:13][CH:14]4[CH2:15][CH:16]=[CH:17][CH2:18][C:19]4([CH3:20])[CH:21]3[C:22](=[O:26])[CH2:23][C:24]12[CH3:25])=[O:38]. Reactants: CCN(CC)C(=O)Nc1ccc(S(=O)(=O)Cl)cc1, CCCCCC, CCOC(C)=O, CN(C)C1(c2ccccc2Cl)C(=O)Nc2ccc(Cl)cc21. Product: CCN(CC)C(=O)Nc1ccc(S(=O)(=O)N2C(=O)C(c3ccccc3Cl)(N(C)C)c3cc(Cl)ccc32)cc1. As a reaction SMILES: [CH2:22]([CH3:23])[N:24]([C:25]([NH:26][c:27]1[cH:28][cH:29][c:30]([S:33](=[O:34])(=[O:35])[Cl:36])[cH:31][cH:32]1)=[O:37])[CH2:38][CH3:39].[CH3:40][CH2:41][CH2:42][CH2:43][CH2:44][CH3:45].[CH3:46][CH2:47][O:48][C:49]([CH3:50])=[O:51].[Cl:1][c:2]1[cH:3][c:4]2[c:8]([cH:9][cH:10]1)[NH:7][C:6](=[O:11])[C:5]2([N:12]([CH3:13])[CH3:14])[c:15]1[c:16]([Cl:21])[cH:17][cH:18][cH:19][cH:20]1>>[Cl:1][c:2]1[cH:3][c:4]2[c:8]([cH:9][cH:10]1)[N:7]([S:33]([c:30]1[cH:29][cH:28][c:27]([NH:26][C:25]([N:24]([CH2:22][CH3:23])[CH2:38][CH3:39])=[O:37])[cH:32][cH:31]1)(=[O:34])=[O:35])[C:6](=[O:11])[C:5]2([N:12]([CH3:13])[CH3:14])[c:15]1[c:16]([Cl:21])[cH:17][cH:18][cH:19][cH:20]1. The reactants are COC([C@H](CC1CCCCC1)N1C(C=C(C1)OC1=CC(=CC=C1)OC(F)(F)F)=O)=O ((S)-3-cyclohexyl-2-[2-oxo-4-(3-trifluoromethoxy-phenoxy)-2,5-dihydro-pyrrol-1-yl]-propionic acid methyl ester), [OH-].[Li+] (lithium hydroxide). Solvent: O1CCCC1.O (tetrahydrofuran water). Run at temperature 23 celsius, time 2 hour. Yields the product C1(CCCCC1)C[C@@H](C(=O)O)N1C(C=C(C1)OC1=CC(=CC=C1)OC(F)(F)F)=O ((S)-3-cyclohexyl-2-[2-oxo-4-(3-trifluoromethoxy-phenoxy)-2,5-dihydro-pyrrol-1-yl]-propionic acid). Isolated yield 91.9%. Reaction SMILES: C[O:2][C:3](=[O:30])[C@@H:4]([N:12]1[CH2:16][C:15]([O:17][C:18]2[CH:23]=[CH:22][CH:21]=[C:20]([O:24][C:25]([F:28])([F:27])[F:26])[CH:19]=2)=[CH:14][C:13]1=[O:29])[CH2:5][CH:6]1[CH2:11][CH2:10][CH2:9][CH2:8][CH2:7]1.[OH-].[Li+]>O1CCCC1.O>[CH:6]1([CH2:5][C@H:4]([N:12]2[CH2:16][C:15]([O:17][C:18]3[CH:23]=[CH:22][CH:21]=[C:20]([O:24][C:25]([F:26])([F:27])[F:28])[CH:19]=3)=[CH:14][C:13]2=[O:29])[C:3]([OH:30])=[O:2])[CH2:11][CH2:10][CH2:9][CH2:8][CH2:7]1 |f:1.2,3.4|. Procedure: To a stirred solution of (S)-3-cyclohexyl-2-[2-oxo-4-(3-trifluoromethoxy-phenoxy)-2,5-dihydro-pyrrol-1-yl]-propionic acid methyl ester (0.520 g, 0.001 mol) in tetrahydrofuran-water (3:1, 20 mL) was added lithium hydroxide (153 mg, 0.006 mol). The reaction mixture was stirred at 23° C. for 2 h. After this time, the mixture was concentrated and the reaction mixture was diluted with water. The reaction mixture was acidified with 2N hydrochloric acid, during which time precipitation occurred. The pr...